From a dataset of the Open Reaction Database (ORD), a public repository of structured organic reaction records. describe an organic reaction: reactants, conditions, products, and yield Reactants: O=C1CCC(=O)N1Br, ClC(Cl)(Cl)Cl, Cc1ccc(F)cc1S(=O)(=O)N(C)C. The product is CN(C)S(=O)(=O)c1cc(F)ccc1CBr. RXN SMILES: [Br:15][N:16]1[C:17](=[O:18])[CH2:19][CH2:20][C:21]1=[O:22].[Cl:23][C:24]([Cl:25])([Cl:26])[Cl:27].[F:1][c:2]1[cH:3][cH:4][c:5]([CH3:14])[c:6]([S:8](=[O:9])(=[O:10])[N:11]([CH3:12])[CH3:13])[cH:7]1>>[F:1][c:2]1[cH:3][cH:4][c:5]([CH2:14][Br:15])[c:6]([S:8](=[O:9])(=[O:10])[N:11]([CH3:12])[CH3:13])[cH:7]1. Starting materials: C(C)OC(=O)N1CCC2=C(C=3C(CCOC3C=C2)CC)CC1 (1-Ethyl-2,3,7,8,10,11-hexahydro-1H-4-oxa-9-aza-cyclohepta[a]naphthalene-9-carboxylic acid ethyl ester), [OH-].[K+] (KOH). Solvent: CCO (EtOH), Cl (HCl), O (water), O (water). Run at temperature 120 celsius. Product: C(C)C1CCOC=2C=CC3=C(C12)CCNCC3 (1-Ethyl-2,3,8,9,10,11-hexahydro-1H,7H-4-oxa-9-aza-cyclohepta[a]naphthalene). Isolated yield 55.2%. Reaction SMILES: C(OC([N:6]1[CH2:22][CH2:21][C:10]2[C:11]3[CH:12]([CH2:19][CH3:20])[CH2:13][CH2:14][O:15][C:16]=3[CH:17]=[CH:18][C:9]=2[CH2:8][CH2:7]1)=O)C.[OH-].[K+]>CCO.Cl.O>[CH2:19]([CH:12]1[C:11]2[C:10]3[CH2:21][CH2:22][NH:6][CH2:7][CH2:8][C:9]=3[CH:18]=[CH:17][C:16]=2[O:15][CH2:14][CH2:13]1)[CH3:20] |f:1.2|. Procedure details: Into a sealed tube, the product from step (i) (95 mg, 0.313 mmol) dissolved in EtOH (2 ml) and water (500 μl) was added. To this stirred solution, KOH (275 mg, 4.9 mmol) was added. The reaction mixture was heated to 120° C. for 24 hours. The reaction mixture was allowed to cool to room temperature and was diluted with 2M HCl (15 ml) and water (15 ml). The aqueous mixture was washed with EtOAc (2×). The aqueous layer was then basified with 2M NaOH to pH 10 and extracted with DCM (3×). The combine... Reactants: Brc1cncc2cccnc12, COC(=O)c1ccc(C#N)c(B2OC(C)(C)C(C)(C)O2)c1. Yields the product COC(=O)c1ccc(C#N)c(-c2cncc3cccnc23)c1. As a reaction SMILES: [Br:1][c:2]1[cH:3][n:4][cH:5][c:6]2[cH:7][cH:8][cH:9][n:10][c:11]12.[CH3:12][O:13][C:14]([c:15]1[cH:16][c:17]([B:23]2[O:24][C:25]([CH3:26])([CH3:27])[C:28]([CH3:29])([CH3:30])[O:31]2)[c:18]([C:21]#[N:22])[cH:19][cH:20]1)=[O:32]>>[c:2]1(-[c:17]2[cH:16][c:15]([C:14]([O:13][CH3:12])=[O:32])[cH:20][cH:19][c:18]2[C:21]#[N:22])[cH:3][n:4][cH:5][c:6]2[cH:7][cH:8][cH:9][n:10][c:11]12. Reactants: N(=[N+]=[N-])C[C@@H]1CN(CCC1)C(=O)OC(C)(C)C ((S)-tert-butyl 3-(azidomethyl)piperidine-1-carboxylate). The reagents and catalysts are [Pd] (Pd/C). Run in CO (MeOH). Conditions: time 9 hour. Yields the product NC[C@@H]1CN(CCC1)C(=O)OC(C)(C)C ((R)-tert-butyl 3-(aminomethyl)piperidine-1-carboxylate). As a reaction SMILES: [N:1]([CH2:4][C@H:5]1[CH2:10][CH2:9][CH2:8][N:7]([C:11]([O:13][C:14]([CH3:17])([CH3:16])[CH3:15])=[O:12])[CH2:6]1)=[N+]=[N-]>CO.[Pd]>[NH2:1][CH2:4][C@H:5]1[CH2:10][CH2:9][CH2:8][N:7]([C:11]([O:13][C:14]([CH3:17])([CH3:16])[CH3:15])=[O:12])[CH2:6]1. Procedure details: (S)-tert-butyl 3-(azidomethyl)piperidine-1-carboxylate (5.38 g, 22.40 mmol) was dissolved in MeOH (50 ml), and then Pd/C (5% mol) was added, followed by stirring at room temperature under H2 (gas) for 9 hours. After the completion of the reaction, the reaction mixture was filtered through celite, followed by filtration and concentration under reduced pressure, and then the next reaction was advanced without purification. The reactants are [N+](=O)([O-])[O-].[K+] (KNO3), C(C)(=O)NC1CC2=CC=C(C=C2C1)N (2-acetylamino-5-aminoindan), ice. Solvent: OS(=O)(=O)O (H2SO4). Run at temperature 0 celsius, time 3 hour. Yields the product C(C)(=O)NC1CC2=CC(=C(C=C2C1)N)[N+](=O)[O-] (2-acetylamino-5-amino-6-nitroindan). Isolated yield 79.4%. Reaction SMILES: [N+:1]([O-:4])([O-])=[O:2].[K+].[C:6]([NH:9][CH:10]1[CH2:18][C:17]2[C:12](=[CH:13][CH:14]=[C:15]([NH2:19])[CH:16]=2)[CH2:11]1)(=[O:8])[CH3:7]>OS(O)(=O)=O>[C:6]([NH:9][CH:10]1[CH2:18][C:17]2[C:12](=[CH:13][C:14]([N+:1]([O-:4])=[O:2])=[C:15]([NH2:19])[CH:16]=2)[CH2:11]1)(=[O:8])[CH3:7] |f:0.1|. Procedure: 1.62 g of KNO3 is introduced in portions into 2.85 g (15 mmol) of 2-acetylamino-5-aminoindan in 7.5 ml of concentrated H2SO4 that has been cooled to 0° C. The whole is stirred for 3 hours at 0° C. and then poured into ice-cold 6N sodium hydroxide solution, stirred, extracted with methylene chloride and then washed, dried and evaporated. 2.8 g of a black solid are isolated, which is purified on silica (eluant:methylene chloride/methanol: 97/3). In that manner, 1.46 g of the expected product are i... The reactants are Cl (Hydrogen chloride), ClC=1C=C(C(C(=O)O)=CC1)O (4-chlorosalicylic acid), CO (methanol). As a reaction SMILES: Cl.[Cl:2][C:3]1[CH:4]=[C:5]([OH:12])[C:6](=[CH:10][CH:11]=1)[C:7]([OH:9])=[O:8].[CH3:13]O>>[Cl:2][C:3]1[CH:4]=[C:5]([OH:12])[C:6](=[CH:10][CH:11]=1)[C:7]([O:9][CH3:13])=[O:8]. Yields the product ClC=1C=C(C(C(=O)OC)=CC1)O (Methyl 4-chlorosalicylate). Reported procedure: Hydrogen chloride gas is bubbled into a mixture of 4-chlorosalicylic acid (100 g, 0.579 mol) in methanol while maintaining the temperature at 45°-50° C. The reaction mixture is then stirred at room temperature for several hours, concentrated in vacuo and extracted with ether. The combined organic extracts are washed sequentially with brine, saturated sodium hydrogen carbonate solution and brine, dried over anhydrous sodium sulfate and concentrated in vacuo to obtain an amber oil. The oil is dist... As a reaction SMILES: [Cl:15][CH2:16][Cl:17].[Cl:9][C:10](=[O:11])[C:12]([Cl:13])=[O:14].[o:1]1[cH:2][c:3]([C:6](=[O:7])[NH2:8])[cH:4][cH:5]1>>[o:1]1[cH:2][c:3]([C:6](=[O:7])[N:8]=[C:10]=[O:11])[cH:4][cH:5]1. Reactants: ClCCl, O=C(Cl)C(=O)Cl, NC(=O)c1ccoc1. The product is O=C=NC(=O)c1ccoc1.